describe an organic reaction: reactants, conditions, products, and yield From a dataset of the Open Reaction Database (ORD), a public repository of structured organic reaction records. Starting materials: [Si](C)(C)(C(C)(C)C)O[C@@H]1C=C2C=C[C@@H]([C@@H]([C@H]2[C@H](C1)OC(C(CC)OC1=CC=CC2=CC=CC=C12)=O)CC[C@@H]1C[C@H](CC(O1)=O)O[Si](C)(C)C(C)(C)C)C ((4R,6R)-6-([1S,2S,6S,8S,8aR]-2-{1,2,6,7,8,8a-Hexahydro-6-t-butyldimethylsilyloxy-8-[(2RS)-2-(1-naphthyloxy)butyryloxy]-2-methyl-1-naphthyl}ethyl)tetrahydro-4-t-butyldimethylsilyloxy-2H-pyran-2-one), solution, [F-].C(CCC)[N+](CCCC)(CCCC)CCCC (tetrabutylammonium fluoride). Run in O1CCCC1 (tetrahydrofuran). Product: O[C@@H]1C=C2C=C[C@@H]([C@@H]([C@H]2[C@H](C1)OC(C(CC)OC1=CC=CC2=CC=CC=C12)=O)CC[C@@H]1C[C@H](CC(O1)=O)O)C ((4R,6R)-6-([1S,2S,6S,8S,8aR]-2-{1.2,6,7,8,8a-Hexahydro-6-hydroxy-8-[(2RS)-2-(1-naphthyloxy)butyryloxy]-2-methyl-1-naphthyl}ethyl)tetrahydro-4-hydroxy-2H-pyran-2-one). Isolated yield 54.0%. RXN SMILES: [Si]([O:8][C@H:9]1[CH2:18][C@H:17]([O:19][C:20](=[O:35])[CH:21]([O:24][C:25]2[C:34]3[C:29](=[CH:30][CH:31]=[CH:32][CH:33]=3)[CH:28]=[CH:27][CH:26]=2)[CH2:22][CH3:23])[C@H:16]2[C:11]([CH:12]=[CH:13][C@H:14]([CH3:53])[C@@H:15]2[CH2:36][CH2:37][C@H:38]2[O:43][C:42](=[O:44])[CH2:41][C@H:40]([O:45][Si](C(C)(C)C)(C)C)[CH2:39]2)=[CH:10]1)(C(C)(C)C)(C)C.[F-].C([N+](CCCC)(CCCC)CCCC)CCC>O1CCCC1>[OH:8][C@H:9]1[CH2:18][C@H:17]([O:19][C:20](=[O:35])[CH:21]([O:24][C:25]2[C:34]3[C:29](=[CH:30][CH:31]=[CH:32][CH:33]=3)[CH:28]=[CH:27][CH:26]=2)[CH2:22][CH3:23])[C@H:16]2[C:11]([CH:12]=[CH:13][C@H:14]([CH3:53])[C@@H:15]2[CH2:36][CH2:37][C@H:38]2[O:43][C:42](=[O:44])[CH2:41][C@H:40]([OH:45])[CH2:39]2)=[CH:10]1 |f:1.2|. Reported procedure: A procedure similar to that described in Example 2, above, was followed, but using 719 mg of (4R,6R)-6-([1S,2S,6S,8S,8aR]-2-{1,2,6,7,8,8a-hexahydro-6-t-butyldimethylsilyloxy-8-[(2RS)-2-(1-naphthyloxy)butyryloxy]-2-methyl-1-naphthyl}ethyl)tetrahydro-4-t-butyldimethylsilyloxy-2H-pyran-2-one [prepared as described in Example 46, above] and 18.8 ml of a 1.0 molar solution of tetrabutylammonium fluoride in tetrahydrofuran, to give 272 mg of the title compound as white crystals, melting at between 138... Starting materials: C1(=CC=CC=C1)C1CCN2C3=C(C=C(C=C13)N)C(CC2)C2=CC=CC=C2 (1,7-diphenyl-1,2,3,5,6,7-hexahydropyrido[3,2,1-ij]quinolin-9-amine), C1(=CC=CC=C1)C1CCN2C3=C(C=C(C=C13)N)C(CC2)C2=CC=CC=C2 (1,7-diphenyl-1,2,3,5,6,7-hexahydropyrido[3,2,1-ij]quinolin-9-amine), C(CC)N=C=S (propyl isothiocyanate). Solvent: ClCCl (dichloromethane). Reaction conditions: time 8 hour. Yields the product C1(=CC=CC=C1)C1CCN2C3=C(C=C(C=C13)NC(=S)NCCC)C(CC2)C2=CC=CC=C2 (1-(1,7-diphenyl-1,2,3,5,6,7-hexahydropyrido[3,2,1-ij]quinolin-9-yl)-3-propylthiourea). Yield: 49.3%. Reaction SMILES: [C:1]1([CH:7]2[C:16]3[C:11]4=[C:12]([CH:18]([C:21]5[CH:26]=[CH:25][CH:24]=[CH:23][CH:22]=5)[CH2:19][CH2:20][N:10]4[CH2:9][CH2:8]2)[CH:13]=[C:14]([NH2:17])[CH:15]=3)[CH:6]=[CH:5][CH:4]=[CH:3][CH:2]=1.[CH2:27]([N:30]=[C:31]=[S:32])[CH2:28][CH3:29]>ClCCl>[C:21]1([CH:18]2[C:12]3[C:11]4=[C:16]([CH:7]([C:1]5[CH:2]=[CH:3][CH:4]=[CH:5][CH:6]=5)[CH2:8][CH2:9][N:10]4[CH2:20][CH2:19]2)[CH:15]=[C:14]([NH:17][C:31]([NH:30][CH2:27][CH2:28][CH3:29])=[S:32])[CH:13]=3)[CH:26]=[CH:25][CH:24]=[CH:23][CH:22]=1. Procedure details: To a solution 1,7-diphenyl-1,2,3,5,6,7-hexahydropyrido[3,2,1-ij]quinolin-9-amine (Intermediate 4), (100 mg, 0.294 mmol) in dichloromethane (15 mL) was added propyl isothiocyanate (0.038 mL, 0.323 mmol) under argon at 0° C. The reaction mixture was then stirred at room temperature for overnight. The solvent was removed under reduced pressure and purified by MPLC (medium pressure liquid chromatography) using silica gel column with 15 to 20% EtOAc:Hexane to get 1-(1,7-diphenyl-1,2,3,5,6,7-hexahydro... Starting materials: N1=C(C=CC2=CC=CC=C12)N1CC(C1)C=1C(=NC=CN1)C1=CCN(CC1)C(=O)OC(C)(C)C (tert-butyl 4-(3-(1-(quinolin-2-yl)azetidin-3-yl)pyrazin-2-yl)-5,6-dihydropyridine-1(2H)-carboxylate), C(=O)(C(F)(F)F)O (TFA). The solvent is C(Cl)Cl (CH2Cl2). Conditions: time 1 hour. The product is N1CCC(=CC1)C=1C(=NC=CN1)C1CN(C1)C1=NC2=CC=CC=C2C=C1 (2-(3-(3-(1,2,3,6-tetrahydropyridin-4-yl)pyrazin-2-yl)azetidin-1-yl)quinoline). Yield: 99.6%. As a reaction SMILES: [N:1]1[C:10]2[C:5](=[CH:6][CH:7]=[CH:8][CH:9]=2)[CH:4]=[CH:3][C:2]=1[N:11]1[CH2:14][CH:13]([C:15]2[C:16]([C:21]3[CH2:26][CH2:25][N:24](C(OC(C)(C)C)=O)[CH2:23][CH:22]=3)=[N:17][CH:18]=[CH:19][N:20]=2)[CH2:12]1.C(O)(C(F)(F)F)=O>C(Cl)Cl>[NH:24]1[CH2:23][CH:22]=[C:21]([C:16]2[C:15]([CH:13]3[CH2:12][N:11]([C:2]4[CH:3]=[CH:4][C:5]5[C:10](=[CH:9][CH:8]=[CH:7][CH:6]=5)[N:1]=4)[CH2:14]3)=[N:20][CH:19]=[CH:18][N:17]=2)[CH2:26][CH2:25]1. Procedure details: A mixture of tert-butyl 4-(3-(1-(quinolin-2-yl)azetidin-3-yl)pyrazin-2-yl)-5,6-dihydropyridine-1(2H)-carboxylate (0.100 g, 0.225 mmol, SCHEME 5) CH2Cl2 (1 mL) and TFA (0.174 mL, 2.255 mmol) was stirred at RT for 1 h. LCMS showed the product and no more starting material was present. The mixture was concentrated in vacuo and neutralized with Na2CO3. The mixture was extracted with a mixture of CHCl3:i-PrOH (3:1) three times. The organic layer was dried over Na2SO4 and concentrated in vacuo. The pr... Starting materials: CC(C)(C)C1=C(C(=CC(=C1)S)C(C)(C)C)O (2,6-bis(1,1-Dimethylethyl)-4-mercaptophenol), ClC1C(CCCC1)S(=O)(=O)CC(=O)OC (methyl [(2-chlorocyclohexyl)sulfonyl]acetate), Cl (hydrochloric acid). Run in C(C)N(CC)CC (triethylamine). Yields the product CC(C)(C)C=1C=C(C=C(C1O)C(C)(C)C)SC1C(CCCC1)S(=O)(=O)CC(=O)OC (Methyl [[2-[[3,5-bis(1,1-dimethylethyl)-4-hydroxyphenyl]thio]cyclohexyl]sulfonyl]acetate). RXN SMILES: [CH3:1][C:2]([C:5]1[CH:10]=[C:9]([SH:11])[CH:8]=[C:7]([C:12]([CH3:15])([CH3:14])[CH3:13])[C:6]=1[OH:16])([CH3:4])[CH3:3].Cl[CH:18]1[CH2:23][CH2:22][CH2:21][CH2:20][CH:19]1[S:24]([CH2:27][C:28]([O:30][CH3:31])=[O:29])(=[O:26])=[O:25].Cl>C(N(CC)CC)C>[CH3:4][C:2]([C:5]1[CH:10]=[C:9]([S:11][CH:18]2[CH2:23][CH2:22][CH2:21][CH2:20][CH:19]2[S:24]([CH2:27][C:28]([O:30][CH3:31])=[O:29])(=[O:26])=[O:25])[CH:8]=[C:7]([C:12]([CH3:15])([CH3:14])[CH3:13])[C:6]=1[OH:16])([CH3:1])[CH3:3]. Procedure: 2,6-bis(1,1-Dimethylethyl)-4-mercaptophenol (3.2 g, 0.013 mole) was added to a solution of methyl [(2-chlorocyclohexyl)sulfonyl]acetate (0.85 g, 0.0033 mole) in triethylamine (13 ml) and the reaction mixture was refluxed for 5 hours. The reaction mixture was cooled to room temperature and poured into 1N hydrochloric acid (150 ml). The mixture was extracted twice with 50 ml of diethyl ether, then washed twice with 20 ml of 1.5N hydrochloric acid and once with brine (10 ml), dried over anhydrous m... The reactants are C(C1=CC=CC=C1)=NNC1=C(C=CC(=C1)S(=O)(=O)CCO)S(=O)(=O)O (2-(2-benzylidenehydrazino)-4-(2-hydroxyethylsulfonyl)-benzenesulfonic acid), S(O)(O)(=O)=O (sulfuric acid). Product: C(C1=CC=CC=C1)=NNC1=C(C=CC(=C1)S(=O)(=O)CCS(=O)(=O)O)S(=O)(=O)O (2-(2-Benzylidenehydrazino)-4-(2-sulfoethylsulfonyl)-benzenesulfonic acid). Reaction SMILES: [CH:1](=[N:8][NH:9][C:10]1[CH:15]=[C:14]([S:16]([CH2:19][CH2:20]O)(=[O:18])=[O:17])[CH:13]=[CH:12][C:11]=1[S:22]([OH:25])(=[O:24])=[O:23])[C:2]1[CH:7]=[CH:6][CH:5]=[CH:4][CH:3]=1.[S:26](=O)(=[O:29])([OH:28])[OH:27]>>[CH:1](=[N:8][NH:9][C:10]1[CH:15]=[C:14]([S:16]([CH2:19][CH2:20][S:26]([OH:29])(=[O:28])=[O:27])(=[O:18])=[O:17])[CH:13]=[CH:12][C:11]=1[S:22]([OH:25])(=[O:24])=[O:23])[C:2]1[CH:7]=[CH:6][CH:5]=[CH:4][CH:3]=1. Procedure details: 345 parts of the dry 2-(2-benzylidenehydrazino)-4-(2-hydroxyethylsulfonyl)-benzenesulfonic acid are added to 1000 parts of sulfuric acid (monohydrate); after quantitative esterification (after 10 h) the mixture is added to 2500 parts of ice. 2-(2-Benzylidenehydrazino)-4-(2-sulfoethylsulfonyl)-benzenesulfonic acid can then be isolated therefrom by precipitation with sodium chloride or be obtained as an aqueous neutral solution by bringing this acid solution to a pH of 5 with 900 parts of calcium ... The reactants are BrCCCCCBr, O=C([O-])[O-], CN1CCCC1=O, [K+], [K+], O=[N+]([O-])c1cccc(O)c1. The product is O=[N+]([O-])c1cccc(OCCCCCBr)c1. As a reaction SMILES: [Br:11][CH2:12][CH2:13][CH2:14][CH2:15][CH2:16][Br:17].[C:18](=[O:19])([O-:20])[O-:21].[CH3:24][N:25]1[CH2:26][CH2:27][CH2:28][C:29]1=[O:30].[K+:22].[K+:23].[OH:1][c:2]1[cH:3][cH:4][cH:5][c:6]([N+:8]([O-:9])=[O:10])[cH:7]1>>[O:1]([c:2]1[cH:3][cH:4][cH:5][c:6]([N+:8]([O-:9])=[O:10])[cH:7]1)[CH2:16][CH2:15][CH2:14][CH2:13][CH2:12][Br:11]. Reactants: O=C([O-])[O-], CC(C)(C)c1cccc(N)c1, C1CCOC1, CN(C)c1ccccn1, CCOC(C)=O, O=C(Cl)Oc1ccccc1, [K+], [K+]. Product: CC(C)(C)c1cccc(NC(=O)Oc2ccccc2)c1. As a reaction SMILES: [C:12](=[O:13])([O-:14])[O-:15].[C:1]([CH3:2])([CH3:3])([CH3:4])[c:5]1[cH:6][c:7]([NH2:8])[cH:9][cH:10][cH:11]1.[CH2:43]1[O:44][CH2:45][CH2:46][CH2:47]1.[CH3:28][N:29]([c:30]1[cH:31][cH:32][cH:33][cH:34][n:35]1)[CH3:36].[CH3:37][CH2:38][O:39][C:40]([CH3:41])=[O:42].[Cl:18][C:19](=[O:20])[O:21][c:22]1[cH:23][cH:24][cH:25][cH:26][cH:27]1.[K+:16].[K+:17]>>[C:1]([CH3:2])([CH3:3])([CH3:4])[c:5]1[cH:6][c:7]([NH:8][C:19](=[O:20])[O:21][c:22]2[cH:23][cH:24][cH:25][cH:26][cH:27]2)[cH:9][cH:10][cH:11]1.